From a dataset of the Open Reaction Database (ORD), a public repository of structured organic reaction records. describe an organic reaction: reactants, conditions, products, and yield The reactants are BrC1=CC=C(C(=C1O)OC)OC(F)F (6-bromo-3-(difluoromethoxy)-2-methoxyphenol), C([O-])([O-])=O.[K+].[K+] (potassium carbonate), BrCC1(COC1)CO ((3-(bromomethyl)oxetan-3-yl)methanol). Solvent: C(C)#N (acetonitrile). Conditions: temperature 80 celsius. Yields the product BrC1=CC=C(C(=C1OCC1(COC1)CO)OC)OC(F)F ((3-((6-Bromo-3-(difluoromethoxy)-2-methoxyphenoxy)methyl)oxetan-3-yl)methanol). The yield is 10.9%. Reaction SMILES: [Br:1][C:2]1[C:7]([OH:8])=[C:6]([O:9][CH3:10])[C:5]([O:11][CH:12]([F:14])[F:13])=[CH:4][CH:3]=1.C(=O)([O-])[O-].[K+].[K+].Br[CH2:22][C:23]1([CH2:27][OH:28])[CH2:26][O:25][CH2:24]1>C(#N)C>[Br:1][C:2]1[C:7]([O:8][CH2:22][C:23]2([CH2:27][OH:28])[CH2:26][O:25][CH2:24]2)=[C:6]([O:9][CH3:10])[C:5]([O:11][CH:12]([F:13])[F:14])=[CH:4][CH:3]=1 |f:1.2.3|. Procedure details: To a stirring solution of 6-bromo-3-(difluoromethoxy)-2-methoxyphenol (200 mg, 0.743 mmol) in acetonitrile (10 mL) was added potassium carbonate (307 mg, 2.23 mmol) and (3-(bromomethyl)oxetan-3-yl)methanol (267 mg, 1.48 mmol) and the resultant reaction mixture was heated to 80° C. for 16 h. The reaction mixture was cooled to RT, filtered through celite and the filtrate was concentrated under reduced pressure to afford 30 mg of (3-((6-Bromo-3-(difluoromethoxy)-2-methoxyphenoxy)methyl)oxetan-3-yl)... Isolated yield 83.0%. Yields the product C(C)(C)(C)OC(NC1=C(C=C(C(=C1)N(CCC)C)C#N)N)=O ([2-Amino-4-cyano-5-(methyl-propyl-amino)-phenyl]-carbamic acid tert-butyl ester), oil. Reaction SMILES: [C:1]([O:5][C:6](=[O:24])[NH:7][C:8]1[CH:13]=[C:12]([N:14]([CH3:18])[CH2:15][CH2:16][CH3:17])[C:11]([C:19]#[N:20])=[CH:10][C:9]=1[N+:21]([O-])=O)([CH3:4])([CH3:3])[CH3:2].O.O.Cl[Sn]Cl>>[C:1]([O:5][C:6](=[O:24])[NH:7][C:8]1[CH:13]=[C:12]([N:14]([CH3:18])[CH2:15][CH2:16][CH3:17])[C:11]([C:19]#[N:20])=[CH:10][C:9]=1[NH2:21])([CH3:2])([CH3:3])[CH3:4] |f:1.2.3|. Reactants: C(C)(C)(C)OC(NC1=C(C=C(C(=C1)N(CCC)C)C#N)[N+](=O)[O-])=O ([4-cyano-5-(methyl-propyl-amino)-2-nitro-phenyl]-carbamic acid tert-butyl ester), O.O.Cl[Sn]Cl (SnCl2.2H2O). Procedure details: The title compound was prepared from [4-cyano-5-(methyl-propyl-amino)-2-nitro-phenyl]-carbamic acid tert-butyl ester (Example C26) (1.64 g, 4.90 mmol) by reduction with SnCl2.2H2O according to the general procedure J (method b). Obtained as a dark red oil (1.24 g, 83%). Starting materials: C1CCOC1, CO, CCOC(=O)c1cc2ccc(C(F)(F)F)cc2s1, [Li+], [OH-], O. Yields the product O=C(O)c1cc2ccc(C(F)(F)F)cc2s1. As a reaction SMILES: [CH2:24]1[O:25][CH2:26][CH2:27][CH2:28]1.[CH3:19][OH:20].[F:1][C:2]([c:3]1[cH:4][c:5]2[c:6]([cH:7][c:8]([C:10](=[O:11])[O:12][CH2:13][CH3:14])[s:9]2)[cH:15][cH:16]1)([F:17])[F:18].[Li+:22].[OH-:21].[OH2:23]>>[F:1][C:2]([c:3]1[cH:4][c:5]2[c:6]([cH:7][c:8]([C:10](=[O:11])[OH:12])[s:9]2)[cH:15][cH:16]1)([F:17])[F:18]. Starting materials: Cl, CN(C(=O)N(C)C1CN(C(=O)C2CCNCC2)CC1c1ccc(F)cc1)c1cc(C(F)(F)F)cc(C(F)(F)F)c1, O=C=Nc1ccccc1. Reaction SMILES: [ClH:1].[F:2][C:3]([c:4]1[cH:5][c:6]([N:14]([C:15](=[O:16])[N:17]([CH3:18])[CH:19]2[CH2:20][N:21]([C:31](=[O:32])[CH:33]3[CH2:34][CH2:35][NH:36][CH2:37][CH2:38]3)[CH2:22][CH:23]2[c:24]2[cH:25][cH:26][c:27]([F:30])[cH:28][cH:29]2)[CH3:39])[cH:7][c:8]([C:10]([F:11])([F:12])[F:13])[cH:9]1)([F:40])[F:41].[O:42]=[C:43]=[N:44][c:45]1[cH:46][cH:47][cH:48][cH:49][cH:50]1>>[F:2][C:3]([c:4]1[cH:5][c:6]([N:14]([C:15](=[O:16])[N:17]([CH3:18])[CH:19]2[CH2:20][N:21]([C:31](=[O:32])[CH:33]3[CH2:34][CH2:35][N:36]([C:43](=[O:42])[NH:44][c:45]4[cH:46][cH:47][cH:48][cH:49][cH:50]4)[CH2:37][CH2:38]3)[CH2:22][CH:23]2[c:24]2[cH:25][cH:26][c:27]([F:30])[cH:28][cH:29]2)[CH3:39])[cH:7][c:8]([C:10]([F:11])([F:12])[F:13])[cH:9]1)([F:40])[F:41]. Yields the product CN(C(=O)N(C)C1CN(C(=O)C2CCN(C(=O)Nc3ccccc3)CC2)CC1c1ccc(F)cc1)c1cc(C(F)(F)F)cc(C(F)(F)F)c1. Reactants: CCOC(=O)CCC(C)Oc1ccc(-n2c(C)nc3cc(C(F)(F)F)ccc32)cc1, CCO, [Na+], [OH-]. Product: Cc1nc2cc(C(F)(F)F)ccc2n1-c1ccc(OC(C)CCC(=O)O)cc1. RXN SMILES: [CH3:1][c:2]1[n:3][c:4]2[c:5]([n:6]1-[c:7]1[cH:8][cH:9][c:10]([O:11][CH:12]([CH2:13][CH2:14][C:15](=[O:16])[O:17][CH2:18][CH3:19])[CH3:20])[cH:21][cH:22]1)[cH:23][cH:24][c:25]([C:27]([F:28])([F:29])[F:30])[cH:26]2.[CH3:33][CH2:34][OH:35].[Na+:32].[OH-:31]>>[CH3:1][c:2]1[n:3][c:4]2[c:5]([n:6]1-[c:7]1[cH:8][cH:9][c:10]([O:11][CH:12]([CH2:13][CH2:14][C:15](=[O:16])[OH:17])[CH3:20])[cH:21][cH:22]1)[cH:23][cH:24][c:25]([C:27]([F:28])([F:29])[F:30])[cH:26]2. Starting materials: C(#N)C1=NC=CC(=C1)C1=NC(=C(C(=N1)NS(=O)(=O)C1=NC=C(C=C1)C)OC1=C(C=CC=C1)OC)OC (5-methyl-pyridine-2-sulfonic acid [2-(2-cyano-pyridin-4-yl)-6-methoxy-5-(2-methoxy-phenoxy)-pyrimidin-4-yl]-amide), product, C(C1=CC=CC=C1)Cl (benzyl chloride). Reagents/catalysts: [Pd] (palladium on charcoal). Solvent: CO (MeOH). The product is Cl.NCC1=NC=CC(=C1)C1=NC(=C(C(=N1)NS(=O)(=O)C1=NC=C(C=C1)C)OC1=C(C=CC=C1)OC)OC (5-methyl-pyridine-2-sulfonic acid [2-(2-aminomethyl-pyridin-4-yl)-6-methoxy-5-(2-methoxy-phenoxy)-pyrimidin-4-yl]-amide hydrochloride). Reaction SMILES: [C:1]([C:3]1[CH:8]=[C:7]([C:9]2[N:14]=[C:13]([NH:15][S:16]([C:19]3[CH:24]=[CH:23][C:22]([CH3:25])=[CH:21][N:20]=3)(=[O:18])=[O:17])[C:12]([O:26][C:27]3[CH:32]=[CH:31][CH:30]=[CH:29][C:28]=3[O:33][CH3:34])=[C:11]([O:35][CH3:36])[N:10]=2)[CH:6]=[CH:5][N:4]=1)#[N:2].C([Cl:44])C1C=CC=CC=1>CO.[Pd]>[ClH:44].[NH2:2][CH2:1][C:3]1[CH:8]=[C:7]([C:9]2[N:14]=[C:13]([NH:15][S:16]([C:19]3[CH:24]=[CH:23][C:22]([CH3:25])=[CH:21][N:20]=3)(=[O:18])=[O:17])[C:12]([O:26][C:27]3[CH:32]=[CH:31][CH:30]=[CH:29][C:28]=3[O:33][CH3:34])=[C:11]([O:35][CH3:36])[N:10]=2)[CH:6]=[CH:5][N:4]=1 |f:4.5|. Procedure: A solution of 100 mg of 5-methyl-pyridine-2-sulfonic acid [2-(2-cyano-pyridin-4-yl)-6-methoxy-5-(2-methoxy-phenoxy)-pyrimidin-4-yl]-amide, product of example 19, dissolved in MeOH (5 ml), was treated with 47.5 mg of benzyl chloride, 10 mg of palladium on charcoal (10%) and then hydrogenated at RT for hours until TLC analysis indicated completion of transformation. The catalyst was filtered off, and the solution concentrated in vacuo. The crystalline solid that precipitated was collected by filtr... Starting materials: COC(C(=O)OC)=C (methyl 2-methoxyacrylate), COCN(C[Si](C)(C)C)CC1=CC=CC=C1 (N-(methoxymethyl)-N-(trimethylsilylmethyl)benzylamine), FC(C(=O)O)(F)F (trifluoroacetic acid). Solvent: ClCCl (dichloromethane), ClCCl (dichloromethane). Conditions: time 8 hour. Product: COC(=O)C1(CN(CC1)CC1=CC=CC=C1)OC (1-benzyl-3-methoxy-pyrrolidine-3-carboxylic Acid Methyl Ester). Yield: 0.0%. RXN SMILES: [CH3:1][O:2][C:3](=[CH2:8])[C:4]([O:6][CH3:7])=[O:5].CO[CH2:11][N:12]([CH2:18][C:19]1[CH:24]=[CH:23][CH:22]=[CH:21][CH:20]=1)[CH2:13][Si](C)(C)C.FC(F)(F)C(O)=O>ClCCl>[CH3:7][O:6][C:4]([C:3]1([O:2][CH3:1])[CH2:8][CH2:11][N:12]([CH2:18][C:19]2[CH:20]=[CH:21][CH:22]=[CH:23][CH:24]=2)[CH2:13]1)=[O:5]. Procedure details: To a stirred solution of methyl 2-methoxyacrylate (20.8 g, 179 mmols) and N-(methoxymethyl)-N-(trimethylsilylmethyl)benzylamine (55 ml, 215 mmols) in dichloromethane (160 ml) was added at 0° C. a solution of trifluoroacetic acid (2 ml) in dichloromethane (10 ml). The resulting solution was warmed to room temperature and stirred overnight. After concentration, the crude product was purified by column chromatography on silica gel eluting with a solution of ethyl acetate/hexanes/Et3N (1000:3000:4 t... Reactants: N1=C(C=CC=C1)C1=NC2=C(N1CC1=CC=C(C=C1)C=1C(=CC=CC1)C(=O)OC(C)(C)C)C=CC=C2 (tert.butyl 4'-[(2-(2-pyridyl)-benzimidazol-1-yl)-methyl]biphenyl-2-carboxylate), FC(C(=O)O)(F)F (trifluoroacetic acid). Product: N1=C(C=CC=C1)C1=NC2=C(N1CC1=CC=C(C=C1)C=1C(=CC=CC1)C(=O)O)C=CC=C2 (4'-[(2-(2-Pyridyl)-benzimidazol-1-yl)-methyl]biphenyl-2-carboxylic acid). RXN SMILES: [N:1]1[CH:6]=[CH:5][CH:4]=[CH:3][C:2]=1[C:7]1[N:11]([CH2:12][C:13]2[CH:18]=[CH:17][C:16]([C:19]3[C:20]([C:25]([O:27]C(C)(C)C)=[O:26])=[CH:21][CH:22]=[CH:23][CH:24]=3)=[CH:15][CH:14]=2)[C:10]2[CH:32]=[CH:33][CH:34]=[CH:35][C:9]=2[N:8]=1.FC(F)(F)C(O)=O>>[N:1]1[CH:6]=[CH:5][CH:4]=[CH:3][C:2]=1[C:7]1[N:11]([CH2:12][C:13]2[CH:14]=[CH:15][C:16]([C:19]3[C:20]([C:25]([OH:27])=[O:26])=[CH:21][CH:22]=[CH:23][CH:24]=3)=[CH:17][CH:18]=2)[C:10]2[CH:32]=[CH:33][CH:34]=[CH:35][C:9]=2[N:8]=1. Reported procedure: Prepared in analogous manner to Example 9 from tert.butyl 4'-[(2-(2-pyridyl)-benzimidazol-1-yl)-methyl]biphenyl-2-carboxylate and trifluoroacetic acid. The reactants are ClC1=C(C=CC(=C1)OC)O (2-chloro-4-methoxyphenol), BrCC1=CC=C(C=C1)CBr (α,α'-dibromo-p-xylene), [OH-].[Na+] (NaOH). The solvent is CN(C)C=O (DMF). Run at time 4 hour. Product: BrCC1=CC=C(COC2(C(C=C(C=C2)OC)Cl)OC2(C(C=C(C=C2)OC)Cl)OCC2=CC=C(C=C2)CBr)C=C1 (1-[4-bromomethylbenzyloxy]-2-chloro-4methoxyphenyl ether). Yield: 72.4%. RXN SMILES: [Cl:1][C:2]1[CH:7]=[C:6]([O:8][CH3:9])[CH:5]=[CH:4][C:3]=1[OH:10].Br[CH2:12][C:13]1[CH:18]=[CH:17][C:16]([CH2:19][Br:20])=[CH:15][CH:14]=1.[OH-:21].[Na+]>CN(C=O)C>[Br:20][CH2:19][C:16]1[CH:17]=[CH:18][C:13]([CH2:12][O:10][C:3]2([O:21][C:3]3([O:10][CH2:12][C:13]4[CH:18]=[CH:17][C:16]([CH2:19][Br:20])=[CH:15][CH:14]=4)[CH:4]=[CH:5][C:6]([O:8][CH3:9])=[CH:7][CH:2]3[Cl:1])[CH:4]=[CH:5][C:6]([O:8][CH3:9])=[CH:7][CH:2]2[Cl:1])=[CH:14][CH:15]=1 |f:2.3|. Procedure details: Add 5 g of 2-chloro-4-methoxyphenol to a mixture of 17 g of α,α'-dibromo-p-xylene to a stirred mixture of 2.5 g of 50:50 (w/w) NaOH:H20 and 50 mL of DMF. Stir the so-formed mixture for 4 hours. Partition the reaction mixture with methylene chloride and water. Separate the organic layer and remove the solvent by rotary evaporation to obtain a solid residue. Purify the residue on a silica gel chromatography column using pure hexane to pure methylene chloride as the eluants to provide 8 g of 1-[4-b...